From a dataset of the Open Reaction Database (ORD), a public repository of structured organic reaction records. describe an organic reaction: reactants, conditions, products, and yield Reactants: CC(O)=S, O=C([O-])[O-], O=C(NC(C(=O)NCCc1ccccc1)C(=O)NCCc1ccccc1)C(Br)Cc1ccccc1, CN(C)C=O, [Cs+], [Cs+]. Yields the product CC(=S)C(Cc1ccccc1)C(=O)NC(C(=O)NCCc1ccccc1)C(=O)NCCc1ccccc1. Reaction SMILES: [C:36]([CH3:37])(=[S:38])[OH:39].[C:40](=[O:41])([O-:42])[O-:43].[CH2:1]([CH2:2][c:3]1[cH:4][cH:5][cH:6][cH:7][cH:8]1)[NH:9][C:10]([CH:11]([C:12](=[O:13])[NH:14][CH2:15][CH2:16][c:17]1[cH:18][cH:19][cH:20][cH:21][cH:22]1)[NH:23][C:24]([CH:25]([CH2:26][c:27]1[cH:28][cH:29][cH:30][cH:31][cH:32]1)[Br:33])=[O:34])=[O:35].[CH3:46][N:47]([CH3:48])[CH:49]=[O:50].[Cs+:44].[Cs+:45]>>[CH2:1]([CH2:2][c:3]1[cH:4][cH:5][cH:6][cH:7][cH:8]1)[NH:9][C:10]([CH:11]([C:12](=[O:13])[NH:14][CH2:15][CH2:16][c:17]1[cH:18][cH:19][cH:20][cH:21][cH:22]1)[NH:23][C:24]([CH:25]([CH2:26][c:27]1[cH:28][cH:29][cH:30][cH:31][cH:32]1)[C:36]([CH3:37])=[S:38])=[O:34])=[O:35]. Reactants: CN(C(C1=CC=CC=C1)=O)CC(CCN1CCC(CC1)C(=O)C1=NC2=C(N1CC=1N(C=CN1)CC1=CC=CC=C1)C=CC=C2)C2=CC=CC=C2 (N-methyl-N-(4-(4-(1-(1-benzylimidazol-2-ylmethyl)-1H-benzimidazole-2-carbonyl)piperidin-1-yl)-2-phenylbutyl)benzamide), C(=O)[O-].[NH4+] (ammonium formate). Reagents/catalysts: [Pd] (palladium-on-carbon). Solvent: CO (methanol). Run at time 18 hour. Yields the product CN(C(C1=CC=CC=C1)=O)CC(CCN1CCC(CC1)C(=O)C1=NC2=C(N1CC=1NC=CN1)C=CC=C2)C2=CC=CC=C2 (N-Methyl-N-(4-(4-(1-(imidazol-2-ylmethyl)-1H-benzimidazole-2-carbonyl)piperidin-1-yl)-2-phenylbutyl)benzamide). Reaction SMILES: [CH3:1][N:2]([CH2:11][CH:12]([C:45]1[CH:50]=[CH:49][CH:48]=[CH:47][CH:46]=1)[CH2:13][CH2:14][N:15]1[CH2:20][CH2:19][CH:18]([C:21]([C:23]2[N:27]([CH2:28][C:29]3[N:30](CC4C=CC=CC=4)[CH:31]=[CH:32][N:33]=3)[C:26]3[CH:41]=[CH:42][CH:43]=[CH:44][C:25]=3[N:24]=2)=[O:22])[CH2:17][CH2:16]1)[C:3](=[O:10])[C:4]1[CH:9]=[CH:8][CH:7]=[CH:6][CH:5]=1.C([O-])=O.[NH4+]>CO.[Pd]>[CH3:1][N:2]([CH2:11][CH:12]([C:45]1[CH:46]=[CH:47][CH:48]=[CH:49][CH:50]=1)[CH2:13][CH2:14][N:15]1[CH2:16][CH2:17][CH:18]([C:21]([C:23]2[N:27]([CH2:28][C:29]3[NH:33][CH:32]=[CH:31][N:30]=3)[C:26]3[CH:41]=[CH:42][CH:43]=[CH:44][C:25]=3[N:24]=2)=[O:22])[CH2:19][CH2:20]1)[C:3](=[O:10])[C:4]1[CH:9]=[CH:8][CH:7]=[CH:6][CH:5]=1 |f:1.2|. Reported procedure: Combine N-methyl-N-(4-(4-(1-(1-benzylimidazol-2-ylmethyl)-1H-benzimidazole-2-carbonyl)piperidin-1-yl)-2-phenylbutyl)benzamide (5 mmol) and 10% palladium-on-carbon (1.5 g) in methanol (50 mL). Add anhydrous ammonium formate (25 mmol). Heat to reflux. After 18 hours, filter, rinse with dichloromethane, and evaporate the filtrate in vacuo to give the title compound. Starting materials: OC1=CC=C(C=N1)C1=CC=C(C(=O)OC)C=C1 (methyl 4-(6-hydroxypyridin-3-yl)benzoate), O=P(Cl)(Cl)Cl (POCl3). The product is ClC1=CC=C(C=N1)C1=CC=C(C(=O)OC)C=C1 (methyl 4-(6-chloropyridin-3-yl)benzoate). As a reaction SMILES: O[C:2]1[N:7]=[CH:6][C:5]([C:8]2[CH:17]=[CH:16][C:11]([C:12]([O:14][CH3:15])=[O:13])=[CH:10][CH:9]=2)=[CH:4][CH:3]=1.O=P(Cl)(Cl)[Cl:20]>>[Cl:20][C:2]1[N:7]=[CH:6][C:5]([C:8]2[CH:17]=[CH:16][C:11]([C:12]([O:14][CH3:15])=[O:13])=[CH:10][CH:9]=2)=[CH:4][CH:3]=1. Reported procedure: A solution of Example 252E (1.2 g, 5 mmol) in POCl3 (30 mL) was heated to reflux for 30 minutes. The excess POCl3 was removed under vacuum and the remaining product was purified by flash column chromatography on silica gel with 4:1 ethyl acetate/hexanes to provide the desired product. MS (ESI) m/e 248 (M+H)+. The reactants are C(C)OC(=O)C1=C(N(C(C=C1O)=O)C)NC (4-Hydroxy-1-methyl-2-methylamino-6-oxo-1,6-dihydro-pyridine-3-carboxylic acid ethyl ester), O=P(Cl)(Cl)Cl (POCl3). Reagents/catalysts: CN(C1=CC=CC=C1)C (Dimethylaniline). Reaction conditions: time 21 hour. The product is C(C)OC(=O)C1=C(N(C(C=C1Cl)=O)C)NC (4-Chloro-1-methyl-2-methylamino-6-oxo-1,6-dihydro-pyridine-3-carboxylic acid ethyl ester). The yield is 86.6%. Reaction SMILES: [CH2:1]([O:3][C:4]([C:6]1[C:11](O)=[CH:10][C:9](=[O:13])[N:8]([CH3:14])[C:7]=1[NH:15][CH3:16])=[O:5])[CH3:2].O=P(Cl)(Cl)[Cl:19]>CN(C)C1C=CC=CC=1>[CH2:1]([O:3][C:4]([C:6]1[C:11]([Cl:19])=[CH:10][C:9](=[O:13])[N:8]([CH3:14])[C:7]=1[NH:15][CH3:16])=[O:5])[CH3:2]. Procedure details: Dimethylaniline (0.770 mL, 0.61 mmol) was added to a stirring solution of example 31b (15 g, 66.1 mmol) in POCl3 (36 mL, 397 mmol) at 0° C. The reaction mixture was allowed to warm to room temperature and stirred for 21 h. The reaction was concentrated in vacuo, poured onto ice, and the resulting precipitate was collected by filtration to give 14 g (87%) of clean desired product as a beige solid. The filtrate was extracted with EtOAc. The combined organic extracts were washed with brine, dried (... Reactants: COCCN1C(=CC=C1C)C (2-(2,5-dimethylpyrrol-1-yl)-ethyl methyl ether), Cl.C(C1=CN=CC=C1)(=O)Cl (nicotinoyl chloride hydrochloride), [Cl-].[Al+3].[Cl-].[Cl-] (aluminum chloride). Solvent: ClCCCl (1,2-dichloroethane). Yields the product COCCN1C(=C(C=C1C)C(C1=CN=CC=C1)=O)C (2-(3-nicotinoyl-2,5-dimethylpyrrol-1-yl)ethyl methyl ether). Isolated yield 13.2%. Reaction SMILES: [CH3:1][O:2][CH2:3][CH2:4][N:5]1[C:9]([CH3:10])=[CH:8][CH:7]=[C:6]1[CH3:11].Cl.[C:13](Cl)(=[O:20])[C:14]1[CH:19]=[CH:18][CH:17]=[N:16][CH:15]=1.[Cl-].[Al+3].[Cl-].[Cl-]>ClCCCl>[CH3:1][O:2][CH2:3][CH2:4][N:5]1[C:9]([CH3:10])=[CH:8][C:7]([C:13](=[O:20])[C:14]2[CH:19]=[CH:18][CH:17]=[N:16][CH:15]=2)=[C:6]1[CH3:11] |f:1.2,3.4.5.6|. Procedure details: In 1,2-dichloroethane, 2-(2,5-dimethylpyrrol-1-yl)-ethyl methyl ether was reacted with nicotinoyl chloride hydrochloride in the presence of aluminum chloride. The reaction product was chromatographed on a column of silica gel using cyclohexane/ethyl acetate (1/1) as an eluent to afford compound (260) in a yield of 13.2%.